From a dataset of the Open Reaction Database (ORD), a public repository of structured organic reaction records. describe an organic reaction: reactants, conditions, products, and yield Starting materials: C(C1=CC=CC=C1)(C1=CC=CC=C1)[C@@H]1OC[C@@H]2O[C@@H]2C1 ((1S, 4R, 6R)-4-benzhydryl-3,7-dioxa-bicyclo[4.1.0]-heptane), COC1=CC=C(CN)C=C1 (p-methoxy-benzylamine). Product: C(C1=CC=CC=C1)(C1=CC=CC=C1)[C@H]1C[C@@H]([C@@H](CO1)O)NCC1=CC=C(C=C1)OC ((3S, 4S, 6R)-6-benzhydryl-4-(4-methoxy-benzylamino)-tetrahydropyran-3-ol). Reaction SMILES: [CH:1]([C@H:14]1[CH2:20][C@@H:19]2[C@@H:17]([O:18]2)[CH2:16][O:15]1)([C:8]1[CH:13]=[CH:12][CH:11]=[CH:10][CH:9]=1)[C:2]1[CH:7]=[CH:6][CH:5]=[CH:4][CH:3]=1.[CH3:21][O:22][C:23]1[CH:30]=[CH:29][C:26]([CH2:27][NH2:28])=[CH:25][CH:24]=1>>[CH:1]([C@@H:14]1[O:15][CH2:16][C@@H:17]([OH:18])[C@@H:19]([NH:28][CH2:27][C:26]2[CH:29]=[CH:30][C:23]([O:22][CH3:21])=[CH:24][CH:25]=2)[CH2:20]1)([C:8]1[CH:13]=[CH:12][CH:11]=[CH:10][CH:9]=1)[C:2]1[CH:3]=[CH:4][CH:5]=[CH:6][CH:7]=1. Procedure: (1S, 4R, 6R)-4-benzhydryl-3,7-dioxa-bicyclo[4.1.0]heptane 28d (0.02 g, 0.075 mmol) was reacted with p-methoxy-benzylamine (0.21 g, 1.50 mmol) (Procedure E) to yield (3S, 4S, 6R)-6-benzhydryl-4-(4-methoxy-benzylamino)-tetrahydropyran-3-ol, (+)-29 g, 0.029 (94%, [α]D=(+)65, c=1, MeOH). The 1HNMR and 13CNMR were identical with (3R, 4R, 6S)-6-benzhydryl-4-(4-methoxy-benzylamino)-tetrahydropyran-3-ol. Starting materials: C(#N)C1=C(C(=C(C=C1)C=1C=NN(C1O)C1=NC=C(C(=O)O)C=C1)C)F (6-(4-(4-cyano-3-fluoro-2-methylphenyl)-5-hydroxy-1H-pyrazol-1-yl)nicotinic acid), CN([C@@H]1CNCCC1)C ((S)—N,N-dimethylpiperidin-3-amine). Reaction SMILES: [C:1]([C:3]1[CH:8]=[CH:7][C:6]([C:9]2[CH:10]=[N:11][N:12]([C:15]3[CH:23]=[CH:22][C:18]([C:19]([OH:21])=O)=[CH:17][N:16]=3)[C:13]=2[OH:14])=[C:5]([CH3:24])[C:4]=1[F:25])#[N:2].[CH3:26][N:27]([CH3:34])[C@H:28]1[CH2:33][CH2:32][CH2:31][NH:30][CH2:29]1>>[CH3:26][N:27]([CH3:34])[C@H:28]1[CH2:33][CH2:32][CH2:31][N:30]([C:19]([C:18]2[CH:22]=[CH:23][C:15]([N:12]3[C:13]([OH:14])=[C:9]([C:6]4[CH:7]=[CH:8][C:3]([C:1]#[N:2])=[C:4]([F:25])[C:5]=4[CH3:24])[CH:10]=[N:11]3)=[N:16][CH:17]=2)=[O:21])[CH2:29]1. Reported procedure: The title compound was prepared in a manner similar to Example 301 using 6-(4-(4-cyano-3-fluoro-2-methylphenyl)-5-hydroxy-1H-pyrazol-1-yl)nicotinic acid and (S)—N,N-dimethylpiperidin-3-amine. 1H NMR (400 MHz, DMSO-d6) δ ppm 1.54 (d, J=11.12 Hz, 1H) 1.78 (m, J=16.20 Hz, 2H) 2.12 (d, J=10.86 Hz, 1H) 2.33 (d, J=2.27 Hz, 3H) 2.67-2.94 (m, 6H) 3.13-4.79 (m, 5H) 7.48-7.70 (m, 1H) 7.70-7.80 (m, 1H) 7.98-8.34 (m, 2H) 8.57 (m, J=1.50 Hz, 2H) 9.44-10.31 (m, 1H). ESI-MS m/z [M+H]+ 449.3. The product is CN([C@@H]1CN(CCC1)C(=O)C=1C=CC(=NC1)N1N=CC(=C1O)C1=C(C(=C(C#N)C=C1)F)C)C ((S)-4-(1-(5-(3-(dimethylamino)piperidine-1-carbonyl)pyridin-2-yl)-5-hydroxy-1H-pyrazol-4-yl)-2-fluoro-3-methylbenzonitrile).